This data is from the Open Reaction Database (ORD), a public repository of structured organic reaction records. The task is: describe an organic reaction: reactants, conditions, products, and yield Starting materials: C(C1=CC=CC=C1)(=O)NC=1SCC2C(N1)(CN(C2)C(=O)OCC2=CC=CC=C2)C=2SC=CC2 (Racemic benzyl 2-benzamido-7a-(2-thienyl)-4,4a,5,7-tetrahydropyrrolo[3,4-d][1,3]thiazine-6-carboxylate), CO.C(C)#N (methanol acetonitrile), C(C)N(C)CC (diethylmethyl amine). Run in C(=O)=O (CO2). Product: C(C1=CC=CC=C1)(=O)NC=1SC[C@H]2[C@@](N1)(CN(C2)C(=O)OCC2=CC=CC=C2)C=2SC=CC2 (Benzyl (4aR,7aR)-2-benzamido-7a-(2-thienyl)-4,4a,5,7-tetrahydropyrrolo[3,4-d][1,3]thiazine-6-carboxylate). Isolated yield 46.5%. Reaction SMILES: [C:1]([NH:9][C:10]1[S:11][CH2:12][CH:13]2[CH2:18][N:17]([C:19]([O:21][CH2:22][C:23]3[CH:28]=[CH:27][CH:26]=[CH:25][CH:24]=3)=[O:20])[CH2:16][C:14]2([C:29]2[S:30][CH:31]=[CH:32][CH:33]=2)[N:15]=1)(=[O:8])[C:2]1[CH:7]=[CH:6][CH:5]=[CH:4][CH:3]=1.CO.C(#N)C.C(N(CC)C)C>C(=O)=O>[C:1]([NH:9][C:10]1[S:11][CH2:12][C@@H:13]2[CH2:18][N:17]([C:19]([O:21][CH2:22][C:23]3[CH:24]=[CH:25][CH:26]=[CH:27][CH:28]=3)=[O:20])[CH2:16][C@:14]2([C:29]2[S:30][CH:31]=[CH:32][CH:33]=2)[N:15]=1)(=[O:8])[C:2]1[CH:3]=[CH:4][CH:5]=[CH:6][CH:7]=1 |f:1.2|. Reported procedure: Racemic benzyl 2-benzamido-7a-(2-thienyl)-4,4a,5,7-tetrahydropyrrolo[3,4-d][1,3]thiazine-6-carboxylate (34 g, 63 mmol) is chirally purified by SFC (Column: Chiralpak IC (5μ), 2×250 mm; eluent: 40% methanol/acetonitrile (8/2) with 0.2% diethylmethyl amine) in CO2; flow: 65 mL/min at UV 260 nm). The second eluting isomer is the title compound (14 g, 42%, >98% ee): [α]D20=−30 (C=1.0, methanol), ES/MS (m/e) 478 (M+H). Reaction conditions: time 30 minute. Reaction SMILES: [NH:1]([C:8](=[O:29])[C:9]([C:20]1[CH:28]=[CH:27][C:23]([C:24]([OH:26])=O)=[CH:22][CH:21]=1)([C:11]([NH:13][C:14]1[CH:19]=[CH:18][CH:17]=[CH:16][CH:15]=1)=[O:12])[OH:10])[C:2]1[CH:7]=[CH:6][CH:5]=[CH:4][CH:3]=1.CCN=C=NCCCN(C)C.[CH:41]1[CH:42]=[CH:43][C:44]2[N:49](O)N=[N:47][C:45]=2[CH:46]=1.C1(N)C=CC=CC=1N>CN(C=O)C>[NH2:47][C:45]1[CH:46]=[CH:41][CH:42]=[CH:43][C:44]=1[NH:49][C:24]([C:23]1[CH:27]=[CH:28][C:20]([C:9]([OH:10])([C:8]([NH:1][C:2]2[CH:3]=[CH:4][CH:5]=[CH:6][CH:7]=2)=[O:29])[C:11]([NH:13][C:14]2[CH:15]=[CH:16][CH:17]=[CH:18][CH:19]=2)=[O:12])=[CH:21][CH:22]=1)=[O:26]. Procedure: To a solution of 4-[2-anilino-1-(anilinocarbonyl)-1-hydroxy-2-oxoethyl]benzoic acid (31 mg, 0.079 mmol) in DMF (1.5 mL) at room temperature was added EDCI (18 mg, 0.094 mmol) and HOBT (13 mg, 0.096 mmol). The solution was stirred for 30 min and 1,2-phenylenediamine (31 mg, 0.29 mmol) was added in one portion. The reaction mixture was stirred at room temperature for 18 h and purified by reverse phase HPLC (30% to 95% MeCN in water) to give 2-(4-{[(2-aminophenyl)amino]carbonyl}phenyl)-2-hydroxy-N,... Isolated yield 68.5%. Reactants: N(C1=CC=CC=C1)C(C(O)(C(=O)NC1=CC=CC=C1)C1=CC=C(C(=O)O)C=C1)=O (4-[2-anilino-1-(anilinocarbonyl)-1-hydroxy-2-oxoethyl]benzoic acid), CCN=C=NCCCN(C)C (EDCI), C=1C=CC2=C(C1)N=NN2O (HOBT), C1(=C(C=CC=C1)N)N (1,2-phenylenediamine). The product is NC1=C(C=CC=C1)NC(=O)C1=CC=C(C=C1)C(C(=O)NC1=CC=CC=C1)(C(=O)NC1=CC=CC=C1)O (2-(4-{[(2-aminophenyl)amino]carbonyl}phenyl)-2-hydroxy-N,N′-diphenylmalonamide). Solvent: CN(C)C=O (DMF). Starting materials: ClC1(SC2=C(N(C1=O)C)C=CC=C2)C2=CC=C(C=C2)O (2-Chloro-3,4-dihydro-2-(4-hydroxyphenyl)-4-methyl-3-oxo-2H-1,4-benzothiazine), C(C)(=O)OCC (ethyl acetate). The solvent is O (water), O1CCCC1 (tetrahydrofuran), O (water). Conditions: time 8 hour. Product: OC1(SC2=C(N(C1=O)C)C=CC=C2)C2=CC=C(C=C2)O (3,4-Dihydro-2-hydroxy-2-(4-hydroxyphenyl)-4-methyl-3-oxo-2H-1,4-benzothiazine). RXN SMILES: Cl[C:2]1([C:14]2[CH:19]=[CH:18][C:17]([OH:20])=[CH:16][CH:15]=2)[C:7](=[O:8])[N:6]([CH3:9])[C:5]2[CH:10]=[CH:11][CH:12]=[CH:13][C:4]=2[S:3]1.C(OCC)(=[O:23])C>O1CCCC1.O>[OH:23][C:2]1([C:14]2[CH:19]=[CH:18][C:17]([OH:20])=[CH:16][CH:15]=2)[C:7](=[O:8])[N:6]([CH3:9])[C:5]2[CH:10]=[CH:11][CH:12]=[CH:13][C:4]=2[S:3]1. Procedure details: 2-Chloro-3,4-dihydro-2-(4-hydroxyphenyl)-4-methyl-3-oxo-2H-1,4-benzothiazine (0.1 g, compound No. 2) is dissolved in a mixture of tetrahydrofuran (2 ml) and water (1 ml), and the solution is standed overnight at room temperature. The mixture is poured into a mixture of ethyl acetate and water. The organic layer is dried over anhydrous sodium sulfate, and concentrated in vacuo to give 0.1 g (quant. yield) of the titled compound as amorphous powder. The reactants are C(=C)C(=O)C (methyl vinyl ketone), O=C1C(CC2=CC(=C(C(=C12)Cl)Cl)OCC(=O)O)C(C)C ((1-oxo-2-isopropyl-6,7-dichloro-5-indanyloxy)acetic acid), C[O-].[Na+] (sodium methoxide), C(C)(=O)O (acetic acid). Run in CO (methanol), CO (methanol), C1=CC=CC=C1 (benzene). Reaction conditions: temperature 25 celsius, time 72 hour. Yields the product O=C1C(CC2=CC(=C(C(=C12)Cl)Cl)OCC(=O)O)(CCC(C)=O)C(C)C ([1-oxo-2-isopropyl-2-(3-oxobutyl)-6,7-dichloro-5-indanyloxy]acetic acid). Reaction SMILES: [O:1]=[C:2]1[C:10]2[C:5](=[CH:6][C:7]([O:13][CH2:14][C:15]([OH:17])=[O:16])=[C:8]([Cl:12])[C:9]=2[Cl:11])[CH2:4][CH:3]1[CH:18]([CH3:20])[CH3:19].C[O-].[Na+].[CH:24]([C:26]([CH3:28])=[O:27])=[CH2:25].C(O)(=O)C>CO.C1C=CC=CC=1>[O:1]=[C:2]1[C:10]2[C:5](=[CH:6][C:7]([O:13][CH2:14][C:15]([OH:17])=[O:16])=[C:8]([Cl:12])[C:9]=2[Cl:11])[CH2:4][C:3]1([CH:18]([CH3:20])[CH3:19])[CH2:25][CH2:24][C:26](=[O:27])[CH3:28] |f:1.2|. Procedure details: A stirred solution of (1-oxo-2-isopropyl-6,7-dichloro-5-indanyloxy)acetic acid (3.17 g., 0.01 mole) and sodium methoxide (3.2 g., 0.05 mole) in methanol (100 ml.) and benzene (100 ml.) in an inert atmosphere is cooled to 0° C. and treated with methyl vinyl ketone (2.0 g., 0.029 mole) in methanol (10 ml.) during a 1/2 hour period then stirred 72 hours at 25° C. The reaction mixture is acidified with acetic acid, evaporated to dryness, extracted with chloroform, washed with water, dried over magne... The reactants are CC1(N=C(OC1)C1=CC=C(C=C1)O)C (4-(4,4-dimethyl-4,5-dihydro-1,3-oxazol-2-yl)phenol), C([O-])([O-])=O.[K+].[K+] (potassium carbonate), BrCCCCl (1-bromo-3-chloropropane). Run in CC(=O)C (acetone). Product: ClCCCOC1=CC=C(C=C1)C=1OCC(N1)(C)C (2-[4-(3-chloropropoxy)phenyl]-4,4-dimethyl-4,5-dihydro-1,3-oxazole), solid. Isolated yield 97.0%. RXN SMILES: [CH3:1][C:2]1([CH3:14])[CH2:6][O:5][C:4]([C:7]2[CH:12]=[CH:11][C:10]([OH:13])=[CH:9][CH:8]=2)=[N:3]1.C(=O)([O-])[O-].[K+].[K+].Br[CH2:22][CH2:23][CH2:24][Cl:25]>CC(C)=O>[Cl:25][CH2:24][CH2:23][CH2:22][O:13][C:10]1[CH:11]=[CH:12][C:7]([C:4]2[O:5][CH2:6][C:2]([CH3:14])([CH3:1])[N:3]=2)=[CH:8][CH:9]=1 |f:1.2.3|. Reported procedure: A mixture of 4-(4,4-dimethyl-4,5-dihydro-1,3-oxazol-2-yl)phenol ax7 (5 g, 26 mmol, 1 eq), potassium carbonate (7.19 g, 52 mmol, 2 eq), and 1-bromo-3-chloropropane (2.8 ml, 29 mmol, 1.1 eq) in acetone (120 ml) is stirred at reflux for 36 h. The mixture is then concentrated; the residue is dissolved in dichloromethane, and washed with a saturated solution of aqueous ammonium chloride. The organic layer is dried over magnesium sulfate and concentrated under vacuum to obtain 2-[4-(3-chloropropoxy)ph... The reactants are C1(=CC=CC=C1)C1(CCCC1)CC#N ((1-phenyl-cyclopentyl)-acetonitrile), crude product, Cl.ClC1=C(C=CC=C1)C1=C(C=CC=C1)CC(=N)N (2-(2′-chloro-biphenyl-2-yl)-acetamidine hydrochloride salt). Product: Cl.C1(=CC=CC=C1)C1(CCCC1)CC(=N)N (2-(1-Phenyl-cyclopentyl)-acetamidine HCl salt). Yield: 77.7%. Reaction SMILES: [C:1]1([C:7]2([CH2:12][C:13]#[N:14])[CH2:11][CH2:10][CH2:9][CH2:8]2)[CH:6]=[CH:5][CH:4]=[CH:3][CH:2]=1.Cl.[Cl:16]C1C=CC=CC=1C1C=CC=CC=1CC(N)=[NH:31]>>[ClH:16].[C:1]1([C:7]2([CH2:12][C:13]([NH2:31])=[NH:14])[CH2:11][CH2:10][CH2:9][CH2:8]2)[CH:6]=[CH:5][CH:4]=[CH:3][CH:2]=1 |f:1.2,3.4|. Procedure: 2-(1-Phenyl-cyclopentyl)-acetamidine HCl salt (26-01) (4.2 g, 77.7%) was synthesized from (1-phenyl-cyclopentyl)-acetonitrile (25-01) (4.2 g, 22.703 mmol) as a white gummy solid as a crude product following the procedure as described for 2-(2′-chloro-biphenyl-2-yl)-acetamidine hydrochloride salt (5-02).